From a dataset of the Open Reaction Database (ORD), a public repository of structured organic reaction records. describe an organic reaction: reactants, conditions, products, and yield The reactants are NNc1ccc(Cl)cc1Cl, Cl, N#CO[K], O. Product: NC(=O)NNc1ccc(Cl)cc1Cl. Reaction SMILES: [Cl:2][c:3]1[c:4]([NH:10][NH2:11])[cH:5][cH:6][c:7]([Cl:9])[cH:8]1.[ClH:1].[K:12][O:13][C:14]#[N:15].[OH2:16]>>[Cl:2][c:3]1[c:4]([NH:10][NH:11][C:14](=[O:13])[NH2:15])[cH:5][cH:6][c:7]([Cl:9])[cH:8]1. Starting materials: CNC1=NS(N=C1CCS)=O (3-methylamino-4-(2-mercaptoethyl)-1,2,5-thiadiazole 1-oxide), CN (methylamine), CN(C)CC=1SC=C(N1)CO (2-dimethylaminomethyl-4-hydroxymethylthiazole), COC1=NS(N=C1OC)=O (3,4-dimethoxy-1,2,5-thiadiazole 1-oxide), NCCS (2-aminoethanethiol). The product is CN(C)CC=1SC=C(N1)CSCCNC1=NS(N=C1NC)=O (3-{2-[(2-Dimethylaminomethyl-4-thiazolyl)methylthio]ethylamino}-4-methylamino-1,2,5-thiadiazole 1-oxide). RXN SMILES: [CH3:1][NH:2][C:3]1[C:7](CCS)=[N:6][S:5](=[O:11])[N:4]=1.COC1C(OC)=NS(=O)N=1.[NH2:22][CH2:23][CH2:24][SH:25].CN.[CH3:28][N:29]([CH2:31][C:32]1[S:33][CH:34]=[C:35]([CH2:37]O)[N:36]=1)[CH3:30]>>[CH3:28][N:29]([CH2:31][C:32]1[S:33][CH:34]=[C:35]([CH2:37][S:25][CH2:24][CH2:23][NH:22][C:7]2[C:3]([NH:2][CH3:1])=[N:4][S:5](=[O:11])[N:6]=2)[N:36]=1)[CH3:30]. Procedure details: Reaction of 3-methylamino-4-(2-mercaptoethyl)-1,2,5-thiadiazole 1-oxide [prepared by reacting 3,4-dimethoxy-1,2,5-thiadiazole 1-oxide with 2-aminoethanethiol and methylamine according to the procedure described in Example 25, Step A] with about one equivalent of 2-dimethylaminomethyl-4-hydroxymethylthiazole [prepared in Example 34, Step D], produces the title compound. Starting materials: DNA, RNA, DNA, RNA, C1(=CC=CC=C1)O.C(Cl)(Cl)Cl.C(CC(C)C)O (phenol chloroform isoamyl alcohol), DNA. Solvent: C(Cl)(Cl)Cl.C(CC(C)C)O (chloroform isoamyl alcohol). Yields the product C1(=CC=CC=C1)O.C(Cl)(Cl)Cl (Phenol Chloroform). Reaction SMILES: [C:1]1([OH:7])[CH:6]=[CH:5][CH:4]=[CH:3][CH:2]=1.[CH:8]([Cl:11])([Cl:10])[Cl:9].C(O)CC(C)C>C(Cl)(Cl)Cl.C(O)CC(C)C>[C:1]1([OH:7])[CH:6]=[CH:5][CH:4]=[CH:3][CH:2]=1.[CH:8]([Cl:11])([Cl:10])[Cl:9] |f:0.1.2,3.4,5.6|. Procedure: To free DNA and/or RNA solutions from protein contaminations, the DNA or RNA solution was added to 1 vol. phenol/chloroform/isoamyl alcohol (25:24:1, v/v/v), mixed for 30 seconds and centrifuged for phase separation (13,000 rpm, 5 minutes, RT). The upper watery phase was subsequently transferred to a new reaction vessel and the procedure was repeated as many times as necessary so that after centrifugation, no protein phase was detected any more. Thereupon, for the removal of potentially present ... Reactants: C(C)C1=C(O)C=CC(=C1)O (2-Ethylhydroquinone), C12(CC3CC(CC(C1)C3)C2)C(=O)Cl (1-adamantanecarbonyl chloride), N1=CC=CC=C1 (pyridine). The solvent is C(Cl)Cl (CH2Cl2). Reaction conditions: time 48 hour. Product: C12(CC3CC(CC(C1)C3)C2)C(=O)OC2=CC(=C(C=C2)O)CC (4-(adamantane-1-carbonyloxy)-2-ethylphenol). As a reaction SMILES: [CH2:1]([C:3]1[CH:9]=[C:8]([OH:10])[CH:7]=[CH:6][C:4]=1[OH:5])[CH3:2].[C:11]12([C:21](Cl)=[O:22])[CH2:20][CH:15]3[CH2:16][CH:17]([CH2:19][CH:13]([CH2:14]3)[CH2:12]1)[CH2:18]2.N1C=CC=CC=1>C(Cl)Cl>[C:11]12([C:21]([O:10][C:8]3[CH:7]=[CH:6][C:4]([OH:5])=[C:3]([CH2:1][CH3:2])[CH:9]=3)=[O:22])[CH2:18][CH:17]3[CH2:16][CH:15]([CH2:14][CH:13]([CH2:19]3)[CH2:12]1)[CH2:20]2. Reported procedure: 2-Ethylhydroquinone (1.85 mmol) and 1-adamantanecarbonyl chloride (1.4 eq.) were suspended in CH2Cl2 (3 mL/mmol), pyridine (1 mmol) was added, and the mixture stirred at r.t. for 48 h. RXN SMILES: [F:1][C:2]([F:20])([F:19])[CH2:3][CH2:4][C:5]1[CH:10]=[CH:9][CH:8]=[CH:7][C:6]=1[S:11]([NH:14][C:15](NC)=[O:16])(=[O:13])=[O:12]>ClC1C=CC=CC=1>[F:20][C:2]([F:1])([F:19])[CH2:3][CH2:4][C:5]1[CH:10]=[CH:9][CH:8]=[CH:7][C:6]=1[S:11]([N:14]=[C:15]=[O:16])(=[O:13])=[O:12]. Procedure: 40.3 g of N-[2-(3,3,3-trifluoropropyl)-phenylsulfonyl]-N'-methylurea are suspended in 700 ml of chlorobenzene, and dried by the azeotropic distilling off of about 150 ml of solvent. There are then introduced at 120°-130° C. 71 g of phosgene in the course of 90 minutes. The yield after complete concentration of the formed solution by evaporation is 37.3 g of 2-(3,3,3-trifluoropropyl)-phenylsulfonylisocyanate in the form of yellowish oil, which can be directly further reacted. The solvent is ClC1=CC=CC=C1 (chlorobenzene). The product is FC(CCC1=C(C=CC=C1)S(=O)(=O)N=C=O)(F)F (2-(3,3,3-Trifluoropropyl)-phenylsulfonylisocyanate). Reactants: FC(CCC1=C(C=CC=C1)S(=O)(=O)NC(=O)NC)(F)F (N-[2-(3,3,3-trifluoropropyl)-phenylsulfonyl]-N'-methylurea).